This data is from the Open Reaction Database (ORD), a public repository of structured organic reaction records. The task is: describe an organic reaction: reactants, conditions, products, and yield The reactants are CI, COc1ccc(Cl)c(CC(=O)c2ccc3c(c2)N(C)C(=O)CO3)c1, [H-], [Na+], C1CCOC1. Yields the product COc1ccc(Cl)c(C(C)C(=O)c2ccc3c(c2)N(C)C(=O)CO3)c1. Reaction SMILES: [CH3:27][I:28].[Cl:1][c:2]1[c:3]([CH2:10][C:11](=[O:12])[c:13]2[cH:14][cH:15][c:16]3[c:17]([cH:24]2)[N:18]([CH3:23])[C:19](=[O:22])[CH2:20][O:21]3)[cH:4][c:5]([O:8][CH3:9])[cH:6][cH:7]1.[H-:25].[Na+:26].[O:29]1[CH2:30][CH2:31][CH2:32][CH2:33]1>>[Cl:1][c:2]1[c:3]([CH:10]([C:11](=[O:12])[c:13]2[cH:14][cH:15][c:16]3[c:17]([cH:24]2)[N:18]([CH3:23])[C:19](=[O:22])[CH2:20][O:21]3)[CH3:27])[cH:4][c:5]([O:8][CH3:9])[cH:6][cH:7]1.